Dataset: the Open Reaction Database (ORD), a public repository of structured organic reaction records. Task: describe an organic reaction: reactants, conditions, products, and yield Starting materials: O=C1CCO1, CC#N, Nc1ccccc1. Yields the product O=C(O)CCNc1ccccc1. As a reaction SMILES: [C:8]1(=[O:12])[CH2:9][CH2:10][O:11]1.[CH3:13][C:14]#[N:15].[NH2:1][c:2]1[cH:3][cH:4][cH:5][cH:6][cH:7]1>>[NH:1]([c:2]1[cH:3][cH:4][cH:5][cH:6][cH:7]1)[CH2:10][CH2:9][C:8](=[O:11])[OH:12].